This data is from the Open Reaction Database (ORD), a public repository of structured organic reaction records. The task is: describe an organic reaction: reactants, conditions, products, and yield The reactants are C(=O)O (formic acid), C(C)(=O)OC(C)=O (acetic anhydride), ONC(CS(=O)(=O)N1CCN(CC1)C1=CC=C(C=C1)C#CC1=CC=CC=C1)C[C@H](C)C1=CC=CC=C1 (1-{[(4S)-2-(hydroxyamino)-4-phenylpentyl]sulfonyl}-4-[4-(phenylethynyl)phenyl]piperazine). The solvent is C(Cl)Cl (CH2Cl2). Conditions: temperature 0 celsius, time 10 minute. Yields the product ON(C=O)C(C[C@H](C)C1=CC=CC=C1)CS(=O)(=O)N1CCN(CC1)C1=CC=C(C=C1)C#CC1=CC=CC=C1 (hydroxy{(3S)-3-phenyl-1-[({4-[4-(phenylethynyl)phenyl]piperazin-1-yl}sulfonyl)methyl]butyl}formamide). Yield: 90.7%. RXN SMILES: [CH:1]([OH:3])=O.C(OC(=O)C)(=O)C.[OH:11][NH:12][CH:13]([CH2:38][C@@H:39]([C:41]1[CH:46]=[CH:45][CH:44]=[CH:43][CH:42]=1)[CH3:40])[CH2:14][S:15]([N:18]1[CH2:23][CH2:22][N:21]([C:24]2[CH:29]=[CH:28][C:27]([C:30]#[C:31][C:32]3[CH:37]=[CH:36][CH:35]=[CH:34][CH:33]=3)=[CH:26][CH:25]=2)[CH2:20][CH2:19]1)(=[O:17])=[O:16]>C(Cl)Cl>[OH:11][N:12]([CH:13]([CH2:14][S:15]([N:18]1[CH2:19][CH2:20][N:21]([C:24]2[CH:25]=[CH:26][C:27]([C:30]#[C:31][C:32]3[CH:37]=[CH:36][CH:35]=[CH:34][CH:33]=3)=[CH:28][CH:29]=2)[CH2:22][CH2:23]1)(=[O:16])=[O:17])[CH2:38][C@@H:39]([C:41]1[CH:42]=[CH:43][CH:44]=[CH:45][CH:46]=1)[CH3:40])[CH:1]=[O:3]. Procedure: To formic acid (2.5 mL, 65 mmol) at 0° C. was added acetic anhydride (500 μL, 5.2 mmol) and the mixture was stirred at 0° C. for 10 minutes. This was added to a solution of 1-{[(4S)-2-(hydroxyamino)-4-phenylpentyl]sulfonyl}-4-[4-(phenylethynyl)phenyl]piperazine (345 mg, 0.685 mmol) in CH2Cl2 (5 mL) cooled to 0° C. The reaction was brought to RT and stirred for one hour. Volatiles were then removed in vacuo. The residue was then precipitated in MeOH (10 mL) and heated to 40° C. for two hours, dis... The yield is 88.1%. Yields the product C(#N)C(CBr)(CCCC)C1=CC(=CC=C1)OC1=CC=CC=C1 (2-Cyano-2-(3-phenoxyphenyl)hexyl bromide). Starting materials: O (water), O(C1=CC=CC=C1)C=1C=C(C=CC1)C(C#N)CCCC (2-(3-phenoxyphenyl)hexanenitrile), BrCBr (dibromomethane), [OH-].[Na+] (sodium hydroxide). Run in CS(=O)C (dimethyl sulfoxide). Procedure details: To a solution of 10 g (0.038 mole) of 2-(3-phenoxyphenyl)hexanenitrile, 6.6 g (0.038 mole) of dibromomethane in 50 ml of dimethyl sulfoxide is added 3.2 g (0.04 mole) of 50% sodium hydroxide solution dropwise. The reaction mixture is stirred at 60° for one hour, poured into water and extracted with ether. The combined ether extracts are washed with water and dried over MgSO4. Solvent is evaporated to give 12 g of product. Run at time 1 hour. RXN SMILES: [O:1]([C:8]1[CH:9]=[C:10]([CH:14]([CH2:17][CH2:18][CH2:19][CH3:20])[C:15]#[N:16])[CH:11]=[CH:12][CH:13]=1)[C:2]1[CH:7]=[CH:6][CH:5]=[CH:4][CH:3]=1.[Br:21][CH2:22]Br.[OH-].[Na+].O>CS(C)=O>[C:15]([C:14]([C:10]1[CH:11]=[CH:12][CH:13]=[C:8]([O:1][C:2]2[CH:3]=[CH:4][CH:5]=[CH:6][CH:7]=2)[CH:9]=1)([CH2:17][CH2:18][CH2:19][CH3:20])[CH2:22][Br:21])#[N:16] |f:2.3|. Reactants: [H-], O=[N+]([O-])c1cccc(CBr)c1, [Na+], CN(C)C=O, O, Nc1nc(-c2ccco2)c2cn[nH]c2n1. Product: Nc1nc(-c2ccco2)c2cnn(Cc3cccc([N+](=O)[O-])c3)c2n1. Reaction SMILES: [H-:17].[N+:18](=[O:19])([O-:20])[c:21]1[cH:22][c:23]([CH2:24][Br:25])[cH:26][cH:27][cH:28]1.[Na+:16].[O:30]=[CH:31][N:32]([CH3:33])[CH3:34].[OH2:29].[o:1]1[c:2](-[c:6]2[c:7]3[c:8]([n:9][c:10]([NH2:12])[n:11]2)[nH:13][n:14][cH:15]3)[cH:3][cH:4][cH:5]1>>[o:1]1[c:2](-[c:6]2[c:7]3[c:8]([n:9][c:10]([NH2:12])[n:11]2)[n:13]([CH2:24][c:23]2[cH:22][c:21]([N+:18](=[O:19])[O-:20])[cH:28][cH:27][cH:26]2)[n:14][cH:15]3)[cH:3][cH:4][cH:5]1. Starting materials: [Cl-].[Al+3].[Cl-].[Cl-] (aluminium chloride), C1(=CC=CC2=CC=CC=C12)O (α-naphthol), O (water). Solvent: ClC1=CC(=CC=C1)Cl (metadichlorobenzene). Run at temperature 65 celsius. Yields the product ClC1=C(C=CC(=C1)Cl)C1CCC(C2=CC=CC=C12)=O (4-(2',4'-dichlorophenyl)-3,4-dihydro-1-(2H)-naphthalenone). Isolated yield 142.5%. RXN SMILES: [Cl-:1].[Al+3].[Cl-:3].[Cl-].[C:5]1([OH:15])[C:14]2[C:9](=[CH:10][CH:11]=[CH:12][CH:13]=2)[CH:8]=[CH:7][CH:6]=1.O>ClC1C=CC=C(Cl)C=1>[Cl:1][C:5]1[CH:14]=[C:9]([Cl:3])[CH:8]=[CH:7][C:6]=1[CH:8]1[C:9]2[C:14](=[CH:13][CH:12]=[CH:11][CH:10]=2)[C:5](=[O:15])[CH2:6][CH2:7]1 |f:0.1.2.3|. Procedure: In a suspension of 60 g (0.45 mole) of aluminium chloride in 100 ml of metadichlorobenzene, 28.8 g (0.2 mole) of α-naphthol are introduced in 10 minutes: the temperature rises from 20° to 45° C. The medium is heated for 1 hour 30 mins at 65° C. then hydrolysed with 400 ml of water. After decantation, the organic phase is separated and concentrated in a vacuum from 2 to 5 torrs at 80° C. The residue is dissolved in 100 ml of isopropanol and the resultant solution cooled at 0° C. for 2 hours. The ... The reactants are [B-](F)(F)(F)F.CC[O+](CC)CC (triethyloxonium fluoborate), N([C@@H](CC1=CC=CC=C1)C(=O)O)C(=O)OC(C)(C)C (Boc-Phe), O1CCCC1 (tetrahydrofuran), C(C)(C)(C)[Li] (t-butyllithium). The solvent is O (water). The product is C(C)OC([C@@H](N(CC)C(=O)OC(C)(C)C)CC1=CC=CC=C1)=O (t-butoxycarbonyl-N-ethylphenylalanine ethyl ester). RXN SMILES: [NH:1]([C:13]([O:15][C:16]([CH3:19])([CH3:18])[CH3:17])=[O:14])[C@H:2]([C:10]([OH:12])=[O:11])[CH2:3][C:4]1[CH:9]=[CH:8][CH:7]=[CH:6][CH:5]=1.O1CC[CH2:22][CH2:21]1.[C:25]([Li])(C)(C)[CH3:26].[B-](F)(F)(F)F.CC[O+](CC)CC>O>[CH2:21]([O:11][C:10](=[O:12])[C@H:2]([CH2:3][C:4]1[CH:9]=[CH:8][CH:7]=[CH:6][CH:5]=1)[N:1]([C:13]([O:15][C:16]([CH3:19])([CH3:18])[CH3:17])=[O:14])[CH2:25][CH3:26])[CH3:22] |f:3.4|. Procedure details: To a mixture of 2.65 g (10 mmole) of Boc-Phe in 50 ml of cold (ca. -78°), dry tetrahydrofuran was added 12 ml (ca. 22 mmole) of 1.9M t-butyllithium. After thirty minutes, the mixture was allowed to warm to -20° and then to react with 4.2 g (22 mmole) of triethyloxonium fluoborate. After thirty minutes, the mixture was allowed to warm to 0° and then poured into water and extracted with dichloromethane. The organic extract was washed sequentially with portions of 5% aqueous sodium bicarbonate and ... Starting materials: ClCCl, NC1(CO)CCCC1, ClC(c1ccccc1)(c1ccccc1)c1ccccc1. Product: OCC1(NC(c2ccccc2)(c2ccccc2)c2ccccc2)CCCC1. Reaction SMILES: [Cl:29][CH2:30][Cl:31].[NH2:1][C:2]1([CH2:7][OH:8])[CH2:3][CH2:4][CH2:5][CH2:6]1.[c:9]1([C:15]([c:16]2[cH:17][cH:18][cH:19][cH:20][cH:21]2)([c:22]2[cH:23][cH:24][cH:25][cH:26][cH:27]2)[Cl:28])[cH:10][cH:11][cH:12][cH:13][cH:14]1>>[NH:1]([C:2]1([CH2:7][OH:8])[CH2:3][CH2:4][CH2:5][CH2:6]1)[C:15]([c:9]1[cH:10][cH:11][cH:12][cH:13][cH:14]1)([c:16]1[cH:17][cH:18][cH:19][cH:20][cH:21]1)[c:22]1[cH:23][cH:24][cH:25][cH:26][cH:27]1. The reactants are FC1=CC=C(C[C@H](C(=O)O)CC[C@H](CCC)C(N[C@@H]2C(N(CCCC2)C2=C(C=CC=C2)OC)=O)=O)C=C1 ((2R,5S)-2-(4-Fluorobenzyl)-5-((S)-1-(2-methoxyphenyl)-2-oxoazepan-3-ylcarbamoyl)octanoic acid), N[C@@H]1C(N2[C@@H](SCC1)CCC[C@H]2C#N)=O ((4S,7S,10aS)-4-Amino-5-oxooctahydro-2H-pyrido[2,1-b][1,3]thiazepine-7-carbonitrile). Product: C(#N)[C@@H]1CCC[C@@H]2SCC[C@@H](C(N21)=O)NC([C@H](CC[C@@H](C(=O)N[C@@H]2C(N(CCCC2)C2=C(C=CC=C2)OC)=O)CCC)CC2=CC=C(C=C2)F)=O ((2R,5S)—N1-((4S,7S,10aS)-7-Cyano-5-oxooctahydro-2H-pyrido[2,1-b][1,3]thiazepin-4-yl)-2-(4-fluorobenzyl)-N6-((S)-1-(2-methoxyphenyl)-2-oxoazepan-3-yl)-5-propylhexanediamide), solid. Yield: 49.0%. Reaction SMILES: [F:1][C:2]1[CH:37]=[CH:36][C:5]([CH2:6][C@@H:7]([CH2:11][CH2:12][C@@H:13]([C:17](=[O:35])[NH:18][C@H:19]2[CH2:25][CH2:24][CH2:23][CH2:22][N:21]([C:26]3[CH:31]=[CH:30][CH:29]=[CH:28][C:27]=3[O:32][CH3:33])[C:20]2=[O:34])[CH2:14][CH2:15][CH3:16])[C:8](O)=[O:9])=[CH:4][CH:3]=1.[NH2:38][C@H:39]1[CH2:45][CH2:44][S:43][C@H:42]2[CH2:46][CH2:47][CH2:48][C@@H:49]([C:50]#[N:51])[N:41]2[C:40]1=[O:52]>>[C:50]([C@H:49]1[N:41]2[C@@H:42]([S:43][CH2:44][CH2:45][C@H:39]([NH:38][C:8](=[O:9])[C@@H:7]([CH2:6][C:5]3[CH:4]=[CH:3][C:2]([F:1])=[CH:37][CH:36]=3)[CH2:11][CH2:12][C@H:13]([CH2:14][CH2:15][CH3:16])[C:17]([NH:18][C@H:19]3[CH2:25][CH2:24][CH2:23][CH2:22][N:21]([C:26]4[CH:31]=[CH:30][CH:29]=[CH:28][C:27]=4[O:32][CH3:33])[C:20]3=[O:34])=[O:35])[C:40]2=[O:52])[CH2:46][CH2:47][CH2:48]1)#[N:51]. Procedure: (2R,5S)—N1-((4S,7S,10aS)-7-Cyano-5-oxooctahydro-2H-pyrido[2,1-b][1,3]thiazepin-4-yl)-2-(4-fluorobenzyl)-N6-((S)-1-(2-methoxyphenyl)-2-oxoazepan-3-yl)-5-propylhexanediamide was synthesized as described in General Procedure H using Intermediate 76 (8.5 mg, 0.017 mmol) and Intermediate 36 (5.0 mg, 0.019 mmol) to give a white solid (5.9 mg, 49% yield). Anal. Calcd. for C39H50FN5O5S m/z 719.7. found: 720.3 (M+H)+; 1H NMR (400 MHz, CDCl3) δ ppm 7.37 (1H, d, J=6.6 Hz), 7.33-7.25 (1H, m), 7.09-7.02 (3H,... The reactants are C(C)(C)(C)OC(N[C@@H]1C(NCC1)=O)=O ((2-oxopyrrolidin-3-(S)-yl)-carbamic acid tert-butyl ester), BrCC1=C(C=C2C=CN=C(C2=C1)Cl)OC (7-bromomethyl-1-chloro-6-methoxy-isoquinoline), [H-].[Na+] (Sodium hydride). Solvent: C1CCOC1.CN(C)C=O (THF DMF), C1CCOC1 (THF). Run at time 3 hour. The product is C(C)(C)(C)OC(N[C@@H]1C(N(CC1)CC1=C(C=C2C=CN=C(C2=C1)Cl)OC)=O)=O ([1-(1-Chloro-6-methoxyisoquinolin-7ylmethyl)-2-oxopyrrolidin-3-(S)-yl]-carbamic acid tert-butyl ester). The yield is 42.7%. As a reaction SMILES: [H-].[Na+].[C:3]([O:7][C:8](=[O:16])[NH:9][C@H:10]1[CH2:14][CH2:13][NH:12][C:11]1=[O:15])([CH3:6])([CH3:5])[CH3:4].Br[CH2:18][C:19]1[CH:28]=[C:27]2[C:22]([CH:23]=[CH:24][N:25]=[C:26]2[Cl:29])=[CH:21][C:20]=1[O:30][CH3:31]>C1COCC1.C1COCC1.CN(C=O)C>[C:3]([O:7][C:8](=[O:16])[NH:9][C@H:10]1[CH2:14][CH2:13][N:12]([CH2:18][C:19]2[CH:28]=[C:27]3[C:22]([CH:23]=[CH:24][N:25]=[C:26]3[Cl:29])=[CH:21][C:20]=2[O:30][CH3:31])[C:11]1=[O:15])([CH3:6])([CH3:4])[CH3:5] |f:0.1,5.6|. Procedure details: Sodium hydride (0.057 g, 1.4 mmol, 60% mineral oil dispersion) is suspended in anhydrous THF (5 mL) and treated with a solution of (2-oxopyrrolidin-3-(S)-yl)-carbamic acid tert-butyl ester (0.223 g, 1.1 mmol) and 7-bromomethyl-1-chloro-6-methoxy-isoquinoline (0.32 g, 1.1 mmol) in THF/DMF (10 mL, 6:1) at 0° C. The reaction mixture is warmed to ambient temperature, stirred for 3 hours, quenched by the addition of saturated NH4Cl and diluted with EtOAc. The layers are separated. The organic layer i... The reactants are C([O-])([O-])=O.[Na+].[Na+] (sodium carbonate), ClC1=NC(=CC=C1N)Cl (2,6-dichloropyridin-3-amine), C(=S)(Cl)Cl (thiophosgene). Solvent: C(Cl)Cl (DCM). Conditions: time 2 day. Product: ClC1=NC(=CC=C1N=C=S)Cl (2,6-dichloro-3-isothiocyanatopyridine). Reaction SMILES: C(=O)([O-])[O-].[Na+].[Na+].[Cl:7][C:8]1[C:13]([NH2:14])=[CH:12][CH:11]=[C:10]([Cl:15])[N:9]=1.[C:16](Cl)(Cl)=[S:17]>C(Cl)Cl>[Cl:7][C:8]1[C:13]([N:14]=[C:16]=[S:17])=[CH:12][CH:11]=[C:10]([Cl:15])[N:9]=1 |f:0.1.2|. Procedure: A slurry of sodium carbonate (15.2 g, 144 mmol), 2,6-dichloropyridin-3-amine (9.00 g, 55.2 mmol), and thiophosgene (5.50 mL, 71.8 mmol) in 100 mL anhydrous DCM was allowed to stir in a sealed vessel for 2 days. The reaction mixture was filtered through a glass frit, rinsing with DCM. The filtrate was concentrated in vacuo to give 2,6-dichloro-3-isothiocyanatopyridine as a peach-colored solid.